Dataset: the Open Reaction Database (ORD), a public repository of structured organic reaction records. Task: describe an organic reaction: reactants, conditions, products, and yield Reactants: COC1=CC2=C(CC(N(CC2)CCCCl)=O)C=C1OC (3-(7,8-dimethoxy-1,3,4,5-tetrahydro-2H-3-benzazepin-2-on-3-yl)-1-chloropropane), NC1=C(C=C(C=C1Cl)N(CCN)C)Cl (2-[N-(4-amino-3,5-dichlorophenyl)-methylamino]-ethylamine). The solvent is C(C)N(CC)CC (triethylamine). Product: COC1=CC2=C(CC(N(CC2)CCCNCCN(C2=CC(=C(C(=C2)Cl)N)Cl)C)=O)C=C1OC (N-[3-(7,8-Dimethoxy-1,3,4,5-tetrahydro-2H-3-benzazepin-2-on-3-yl)-propyl]-2-[N-(4-amino-3,5-dichlorophenyl)-methylamino]-ethylamine). RXN SMILES: [CH3:1][O:2][C:3]1[C:18]([O:19][CH3:20])=[CH:17][C:6]2[CH2:7][C:8](=[O:16])[N:9]([CH2:12][CH2:13][CH2:14]Cl)[CH2:10][CH2:11][C:5]=2[CH:4]=1.[NH2:21][C:22]1[C:27]([Cl:28])=[CH:26][C:25]([N:29]([CH3:33])[CH2:30][CH2:31][NH2:32])=[CH:24][C:23]=1[Cl:34]>C(N(CC)CC)C>[CH3:1][O:2][C:3]1[C:18]([O:19][CH3:20])=[CH:17][C:6]2[CH2:7][C:8](=[O:16])[N:9]([CH2:12][CH2:13][CH2:14][NH:32][CH2:31][CH2:30][N:29]([CH3:33])[C:25]3[CH:24]=[C:23]([Cl:34])[C:22]([NH2:21])=[C:27]([Cl:28])[CH:26]=3)[CH2:10][CH2:11][C:5]=2[CH:4]=1. Procedure: The title compound is prepared from 3-(7,8-dimethoxy-1,3,4,5-tetrahydro-2H-3-benzazepin-2-on-3-yl)-1-chloropropane, 2-[N-(4-amino-3,5-dichlorophenyl)-methylamino]-ethylamine and triethylamine analogously to Example 6. Starting materials: O (water), C(C=C)N1C(NC(C=2NC(=NC12)C12CC3CC2CC(C1)C3)=O)=O (3-allyl-8-(3-tricyclo[3.3.1.03,7 ]nonyl)xanthine), ICCC (1-iodopropane), [H-].[Na+] (sodium hydride). Solvent: CN(C=O)C (dimethylformamide). Run at time 30 minute. Yields the product C(C=C)N1C(N(C(C=2NC(=NC12)C12CC3CC2CC(C1)C3)=O)CCC)=O (3-Allyl-1-propyl-8- (3-tricyclo[3.3.1.03,7 ]nonyl)xanthine). The yield is 19.8%. RXN SMILES: [CH2:1]([N:4]1[C:12]2[N:11]=[C:10]([C:13]34[CH2:20][CH:19]5[CH2:21][CH:15]([CH2:16][CH:17]3[CH2:18]5)[CH2:14]4)[NH:9][C:8]=2[C:7](=[O:22])[NH:6][C:5]1=[O:23])[CH:2]=[CH2:3].[H-].[Na+].I[CH2:27][CH2:28][CH3:29].O>CN(C)C=O>[CH2:1]([N:4]1[C:12]2[N:11]=[C:10]([C:13]34[CH2:14][CH:15]5[CH2:21][CH:19]([CH2:18][CH:17]3[CH2:16]5)[CH2:20]4)[NH:9][C:8]=2[C:7](=[O:22])[N:6]([CH2:27][CH2:28][CH3:29])[C:5]1=[O:23])[CH:2]=[CH2:3] |f:1.2|. Procedure details: 1.00 g (3.21 mmol) of Compound G was dissolved in 30 ml of dimethylformamide, and 256 mg of sodium hydride (60%, 6.41 mmol) was added slowly to the solution at 0° C. After 30 minutes, 0.33 ml (3.4 mmol) of 1-iodopropane was added dropwise slowly at the same temperature and stirred at room temperature overnight. The resulting reaction mixture was poured into 300 ml of water, neutralized and extracted three times with 100 ml of chloroform. The organic layer was washed with a saturated aqueous sodi... Reactants: ClC1=CC(=NC=N1)N (6-chloro-pyrimidin-4-ylamine), ClC=1C=C(N)C=CC1 (3-chloroaniline). The product is ClC=1C=C(C=CC1)NC1=NC=NC(=C1)N (N-(3-Chloro-phenyl)-pyrimidine-4,6-diamine). RXN SMILES: Cl[C:2]1[N:7]=[CH:6][N:5]=[C:4]([NH2:8])[CH:3]=1.[Cl:9][C:10]1[CH:11]=[C:12]([CH:14]=[CH:15][CH:16]=1)[NH2:13]>>[Cl:9][C:10]1[CH:11]=[C:12]([NH:13][C:2]2[CH:3]=[C:4]([NH2:8])[N:5]=[CH:6][N:7]=2)[CH:14]=[CH:15][CH:16]=1. Procedure details: The title compound is prepared analogously as described in Example 105A from 6-chloro-pyrimidin-4-ylamine and 3-chloroaniline. The reactants are CN1CCC(CC1)CNC(=O)C1=NN(C2=CC=CC=C12)CCC (N-(1-methyl-4-piperidyl)methyl-1-n-propylindazole-3-carboxamide), CO (methanol). Solvent: ClC(=O)OC(C)Cl (α-chloroethyl chloroformate). Product: N1CCC(CC1)CNC(=O)C1=NN(C2=CC=CC=C12)CCC (N-(4-Piperidyl)methyl-1-n-propylindazole-3-carboxamide). Yield: 20.9%. As a reaction SMILES: C[N:2]1[CH2:7][CH2:6][CH:5]([CH2:8][NH:9][C:10]([C:12]2[C:20]3[C:15](=[CH:16][CH:17]=[CH:18][CH:19]=3)[N:14]([CH2:21][CH2:22][CH3:23])[N:13]=2)=[O:11])[CH2:4][CH2:3]1.CO>ClC(OC(Cl)C)=O>[NH:2]1[CH2:7][CH2:6][CH:5]([CH2:8][NH:9][C:10]([C:12]2[C:20]3[C:15](=[CH:16][CH:17]=[CH:18][CH:19]=3)[N:14]([CH2:21][CH2:22][CH3:23])[N:13]=2)=[O:11])[CH2:4][CH2:3]1. Reported procedure: A solution of N-(1-methyl-4-piperidyl)methyl-1-n-propylindazole-3-carboxamide (2.00 g) obtained in Example 7 in α-chloroethyl chloroformate (8 ml) was stirred at 70° C. for 6 hours, then methanol (20 ml) was added, and the mixture was heated under reflux for 2 hours. The reaction solution was distilled off under reduced pressure. The residue was purified by silica gel column chromatography (chloroform:methanol:aqueous ammonia=90:10:1) to give the title compound (0.40g) as a yellow oily substance...